describe an organic reaction: reactants, conditions, products, and yield From a dataset of the Open Reaction Database (ORD), a public repository of structured organic reaction records. The reactants are ClCCCCOc1ccc(C(=C(Cl)c2ccccc2)c2ccc(OCc3ccccc3)cc2)cc1, CCOC(C)=O, [H][H]. Yields the product Oc1ccc(C(=C(Cl)c2ccccc2)c2ccc(OCCCCCl)cc2)cc1. RXN SMILES: [CH2:1]([c:2]1[cH:3][cH:4][cH:5][cH:6][cH:7]1)[O:8][c:9]1[cH:10][cH:11][c:12]([C:15](=[C:16]([c:17]2[cH:18][cH:19][cH:20][cH:21][cH:22]2)[Cl:23])[c:24]2[cH:25][cH:26][c:27]([O:30][CH2:31][CH2:32][CH2:33][CH2:34][Cl:35])[cH:28][cH:29]2)[cH:13][cH:14]1.[CH3:38][CH2:39][O:40][C:41](=[O:42])[CH3:43].[H:36][H:37]>>[OH:8][c:9]1[cH:10][cH:11][c:12]([C:15](=[C:16]([c:17]2[cH:18][cH:19][cH:20][cH:21][cH:22]2)[Cl:23])[c:24]2[cH:25][cH:26][c:27]([O:30][CH2:31][CH2:32][CH2:33][CH2:34][Cl:35])[cH:28][cH:29]2)[cH:13][cH:14]1. Reactants: N(=NC(=O)OC(C)C)C(=O)OC(C)C (diisopropyl azodicarboxylate), CN1C(NC(C=2N(C(=NC12)Br)CC#CC)=O)=O (3-methyl-7-(2-butyn-1-yl)-8-bromo-xanthine), C=1C(=CN2C=CC=CC12)CO ((indolizin-2-yl)-methanol), C1(=CC=CC=C1)P(C1=CC=CC=C1)C1=CC=CC=C1 (triphenylphosphine). Run in O1CCCC1 (tetrahydrofuran), C(Cl)Cl (methylene chloride). Reaction conditions: time 2 hour. Yields the product C=1C(=CN2C=CC=CC12)CN1C(=O)N(C=2N=C(N(C2C1=O)CC#CC)Br)C (1-[(indolizin-2-yl)methyl]-3-methyl-7-(2-butyn-1-yl)-8-bromo-xanthine). As a reaction SMILES: N(C(OC(C)C)=O)=NC(OC(C)C)=O.[CH3:15][N:16]1[C:24]2[N:23]=[C:22]([Br:25])[N:21]([CH2:26][C:27]#[C:28][CH3:29])[C:20]=2[C:19](=[O:30])[NH:18][C:17]1=[O:31].[CH:32]1[C:33]([CH2:41]O)=[CH:34][N:35]2[C:40]=1[CH:39]=[CH:38][CH:37]=[CH:36]2.C1(P(C2C=CC=CC=2)C2C=CC=CC=2)C=CC=CC=1>O1CCCC1.C(Cl)Cl>[CH:32]1[C:33]([CH2:41][N:18]2[C:19](=[O:30])[C:20]3[N:21]([CH2:26][C:27]#[C:28][CH3:29])[C:22]([Br:25])=[N:23][C:24]=3[N:16]([CH3:15])[C:17]2=[O:31])=[CH:34][N:35]2[C:40]=1[CH:39]=[CH:38][CH:37]=[CH:36]2. Procedure: 0.61 ml of diisopropyl azodicarboxylate are added to a mixture of 594 mg of 3-methyl-7-(2-butyn-1-yl)-8-bromo-xanthine, 353 mg of (indolizin-2-yl)-methanol and 826 mg of triphenylphosphine in 30 ml of tetrahydrofuran. The reaction mixture is stirred for two hours at ambient temperature. For working up it is diluted with methylene chloride, added to 6 g silica gel and chromatographed through a silica gel column with petroleum ether/ethyl acetate (7:3 to 1:5) as eluant.